This data is from the Open Reaction Database (ORD), a public repository of structured organic reaction records. The task is: describe an organic reaction: reactants, conditions, products, and yield The reactants are CC(C)(C)N[Si](C)(C)CBr, [Li]C1C=Cc2ccccc21, C1CCOC1. Yields the product CC(C)(C)N[Si](C)(C)CC1C=Cc2ccccc21. RXN SMILES: [Br:11][CH2:12][Si:13]([CH3:14])([CH3:15])[NH:16][C:17]([CH3:18])([CH3:19])[CH3:20].[CH:1]1([Li:10])[CH:2]=[CH:3][c:4]2[cH:5][cH:6][cH:7][cH:8][c:9]21.[O:21]1[CH2:22][CH2:23][CH2:24][CH2:25]1>>[CH:1]1([CH2:12][Si:13]([CH3:14])([CH3:15])[NH:16][C:17]([CH3:18])([CH3:19])[CH3:20])[CH:2]=[CH:3][c:4]2[cH:5][cH:6][cH:7][cH:8][c:9]21.